From a dataset of the Open Reaction Database (ORD), a public repository of structured organic reaction records. describe an organic reaction: reactants, conditions, products, and yield Solvent: O (water). Reported procedure: Finely ground 3-(p-chlorobenzoyl)-3-(1-methylimidazol-2-ylthio)propionic acid, hydrobromide, (6.0 g.) is added to 250 ml. of water and the mixture stirred for 20 min. The solid is collected and dried at room temperature. The crude material which weighs 4.6 g. and melts at 160°-2° is recrystallized from acetone. The recrystallized material melts at 161°-3°. Starting materials: Br.ClC1=CC=C(C(=O)C(CC(=O)O)SC=2N(C=CN2)C)C=C1 (3-(p-chlorobenzoyl)-3-(1-methylimidazol-2-ylthio)propionic acid, hydrobromide). Reaction SMILES: Br.[Cl:2][C:3]1[CH:22]=[CH:21][C:6]([C:7]([CH:9]([S:14][C:15]2[N:16]([CH3:20])[CH:17]=[CH:18][N:19]=2)[CH2:10][C:11]([OH:13])=[O:12])=[O:8])=[CH:5][CH:4]=1>O>[OH-:8].[C:11]([CH2:10][CH:9]1[S:14][C:15]2[N:16]([CH3:20])[CH:17]=[CH:18][N+:19]=2[C:7]1([C:6]1[CH:5]=[CH:4][C:3]([Cl:2])=[CH:22][CH:21]=1)[OH:8])([OH:13])=[O:12] |f:0.1,3.4|. Yields the product [OH-].C(=O)(O)CC1C([N+]2=C(S1)N(C=C2)C)(O)C2=CC=C(C=C2)Cl (2-Carboxymethyl-3-(p-Chlorophenyl)-2,3-Dihydro-3-Hydroxy-7-Methyl-7H-Imidazo[2,1-b]Thiazolium Hydroxide). Starting materials: C(CC)C1=C(C(=NC(=N1)C)NN)CC1=CC=C(C=C1)C1=C(C=CC=C1)C#N (6-n-propyl-2-methyl-4-hydrazino-5-[(2'-cyano-4-biphenylyl)methyl]pyrimidine), C(C)(OCC)(OCC)OCC (triethyl orthoacetate). Product: C(CC)C1=C(C=2N(C(=N1)C)N=C(N2)C)CC2=CC=C(C=C2)C2=C(C=CC=C2)C#N (7-n-propyl-2,5-dimethyl-8-[(2'-cyano-4biphenylyl)methyl]-1,2,4-triazolo[1,5-c]pyrimidine). Reaction SMILES: [CH2:1]([C:4]1[N:9]=[C:8]([CH3:10])[N:7]=[C:6]([NH:11][NH2:12])[C:5]=1[CH2:13][C:14]1[CH:19]=[CH:18][C:17]([C:20]2[CH:25]=[CH:24][CH:23]=[CH:22][C:21]=2[C:26]#[N:27])=[CH:16][CH:15]=1)[CH2:2][CH3:3].[C:28](OCC)(OCC)(OCC)[CH3:29]>>[CH2:1]([C:4]1[N:9]=[C:28]([CH3:29])[N:11]2[N:12]=[C:8]([CH3:10])[N:7]=[C:6]2[C:5]=1[CH2:13][C:14]1[CH:19]=[CH:18][C:17]([C:20]2[CH:25]=[CH:24][CH:23]=[CH:22][C:21]=2[C:26]#[N:27])=[CH:16][CH:15]=1)[CH2:2][CH3:3]. Procedure details: 6 g of 6-n-propyl-2-methyl-4-hydrazino-5-[(2'-cyano-4-biphenylyl)methyl]pyrimidine, prepared in Example 12, are heated to 90° C. for 5 hours in 100 ml of triethyl orthoacetate. The mixture is then evaporated under vacuum and the residue is taken up in 75 ml of formic acid. The solution obtained is heated to reflux for 5 hours, the formic acid is then evaporated off under vacuum and the residue is crystallised in an ether/pentane mixture to give 5 g of 7-n-propyl-2,5-dimethyl-8-[(2'-cyano-4biphen... The reactants are [B-](F)(F)(F)F.CN(C)C(=[N+](C)C)ON1C(=O)CCC1=O (TSTU), FC=1C=C(C=C(C1)F)NC(C)C=1C=C(C=C2C(C=C(OC12)N1CCOCC1)=O)C(=O)O (8-(1-(3,5-difluorophenylamino)ethyl)-2-morpholino-4-oxo-4H-chromene-6-carboxylic acid), CCN(C(C)C)C(C)C (DIPEA), N1CCOCC1 (Morpholine). The solvent is C(Cl)Cl (DCM). Reaction conditions: temperature 25 celsius, time 2 hour. Yields the product FC=1C=C(C=C(C1)F)NC(C)C=1C=C(C=C2C(C=C(OC12)N1CCOCC1)=O)C(=O)N1CCOCC1 (8-(1-(3,5-difluorophenylamino)ethyl)-6-(morpholine-4-carbonyl)-2-morpholino-4H-chromen-4-one). The yield is 90.1%. As a reaction SMILES: [B-](F)(F)(F)F.CN(C(ON1C(=O)CCC1=O)=[N+](C)C)C.[F:21][C:22]1[CH:23]=[C:24]([NH:29][CH:30]([C:32]2[CH:33]=[C:34]([C:49](O)=[O:50])[CH:35]=[C:36]3[C:41]=2[O:40][C:39]([N:42]2[CH2:47][CH2:46][O:45][CH2:44][CH2:43]2)=[CH:38][C:37]3=[O:48])[CH3:31])[CH:25]=[C:26]([F:28])[CH:27]=1.CCN(C(C)C)C(C)C.[NH:61]1[CH2:66][CH2:65][O:64][CH2:63][CH2:62]1>C(Cl)Cl>[F:21][C:22]1[CH:23]=[C:24]([NH:29][CH:30]([C:32]2[CH:33]=[C:34]([C:49]([N:61]3[CH2:66][CH2:65][O:64][CH2:63][CH2:62]3)=[O:50])[CH:35]=[C:36]3[C:41]=2[O:40][C:39]([N:42]2[CH2:47][CH2:46][O:45][CH2:44][CH2:43]2)=[CH:38][C:37]3=[O:48])[CH3:31])[CH:25]=[C:26]([F:28])[CH:27]=1 |f:0.1|. Reported procedure: TSTU (84 mg, 0.28 mmol) at 25° C., was added to 8-(1-(3,5-difluorophenylamino)ethyl)-2-morpholino-4-oxo-4H-chromene-6-carboxylic acid (100 mg, 0.14 mmol) and DIPEA (0.049 mL, 0.28 mmol) dissolved in DCM (1 mL). The resulting solution was stirred at 25° C. for 2 hrs. Morpholine (0.037 mL, 0.42 mmol) was then added, the resulting solution was stirred at 25° C. for 30 minutes then concentrated. The crude was diluted with 1 mL of DMA and purified by preparative HPLC using a Waters X-Bridge reverse-p... Reactants: ClC1=NC=CC=C1C#N (2-chloro-3-cyanopyridine), SCC(=O)OCC (ethyl 2-mercaptoacetate), C([O-])([O-])=O.[Na+].[Na+] (sodium carbonate), CCO (EtOH). Run in O (water). Reaction conditions: time 30 minute. Product: NC1=C(SC2=NC=CC=C21)C(=O)OCC (Ethyl 3-aminothieno[2,3-b]pyridine-2-carboxylate). The yield is 93.1%. As a reaction SMILES: Cl[C:2]1[C:7]([C:8]#[N:9])=[CH:6][CH:5]=[CH:4][N:3]=1.[SH:10][CH2:11][C:12]([O:14][CH2:15][CH3:16])=[O:13].C(=O)([O-])[O-].[Na+].[Na+].CCO>O>[NH2:9][C:8]1[C:7]2[C:2](=[N:3][CH:4]=[CH:5][CH:6]=2)[S:10][C:11]=1[C:12]([O:14][CH2:15][CH3:16])=[O:13] |f:2.3.4|. Reported procedure: A mixture of 2-chloro-3-cyanopyridine (330 g), ethyl 2-mercaptoacetate (361.2 g), sodium carbonate (265 g) and EtOH (1.2L) was heated to reflux for 4.5 hours. It was then cooled to ambient temperature, added to water (10 L) and the addition was washed in with water (5 L). The resulting slurry was stirred for 30 minutes and then it was filtered. The filter cake was washed with two portions of water (2×2.5 L) and dried at the pump. The solids were then dried to constant weight under vacuum at 45° ... Reactants: NC=1C=NC2=CC(=CC=C2C1NCCCN1C(CCC1)=O)C1=CC=CC=C1 (1-[3-(3-amino-7-phenylquinolin-4-ylamino)propyl]pyrrolidin-2-one), COCCC(=O)Cl (3-methoxypropionyl chloride). The product is COCCC=1N(C2=C(C=NC=3C=C(C=CC23)C2=CC=CC=C2)N1)CCCN1C(CCC1)=O (1-{3-[2-(2-methoxyethyl)-7-phenyl-1H-imidazo[4,5-c]quinolin-1-yl]propyl}pyrrolidin-2-one). Reaction SMILES: [NH2:1][C:2]1[CH:3]=[N:4][C:5]2[C:10]([C:11]=1[NH:12][CH2:13][CH2:14][CH2:15][N:16]1[CH2:20][CH2:19][CH2:18][C:17]1=[O:21])=[CH:9][CH:8]=[C:7]([C:22]1[CH:27]=[CH:26][CH:25]=[CH:24][CH:23]=1)[CH:6]=2.[CH3:28][O:29][CH2:30][CH2:31][C:32](Cl)=O>>[CH3:28][O:29][CH2:30][CH2:31][C:32]1[N:12]([CH2:13][CH2:14][CH2:15][N:16]2[CH2:20][CH2:19][CH2:18][C:17]2=[O:21])[C:11]2[C:10]3[CH:9]=[CH:8][C:7]([C:22]4[CH:27]=[CH:26][CH:25]=[CH:24][CH:23]=4)=[CH:6][C:5]=3[N:4]=[CH:3][C:2]=2[N:1]=1. Reported procedure: The methods described in Parts A of Example 204 were used to treat 1-[3-(3-amino-7-phenylquinolin-4-ylamino)propyl]pyrrolidin-2-one (1.19 g, 3.30 mmol) with 3-methoxypropionyl chloride (0.45 mL, 4.1 mmol) to afford 1-{3-[2-(2-methoxyethyl)-7-phenyl-1H-imidazo[4,5-c]quinolin-1-yl]propyl}pyrrolidin-2-one, which was oxidized and then aminated according to the methods described in Parts H and I of Example 1. The product from amination was recrystallized twice from acetonitrile and dried in a vacuum ...